From a dataset of the Open Reaction Database (ORD), a public repository of structured organic reaction records. describe an organic reaction: reactants, conditions, products, and yield Starting materials: CC=1NC2=CC=C(C=C2C1)C (2,5-dimethylindole), ClC1=CC=NC2=CC(=CC=C12)C(F)(F)F (4-chloro-7-trifluoromethylquinoline). Yields the product Cl.CC=1NC2=CC=C(C=C2C1C1=CC=NC2=CC(=CC=C12)C(F)(F)F)C (4-(2,5-Dimethyl-1H-indol-3-yl)-7-(trifluoromethyl)-quinoline, hydrochloride). As a reaction SMILES: [CH3:1][C:2]1[NH:3][C:4]2[C:9]([CH:10]=1)=[CH:8][C:7]([CH3:11])=[CH:6][CH:5]=2.[Cl:12][C:13]1[C:22]2[C:17](=[CH:18][C:19]([C:23]([F:26])([F:25])[F:24])=[CH:20][CH:21]=2)[N:16]=[CH:15][CH:14]=1>>[ClH:12].[CH3:1][C:2]1[NH:3][C:4]2[C:9]([C:10]=1[C:13]1[C:22]3[C:17](=[CH:18][C:19]([C:23]([F:26])([F:24])[F:25])=[CH:20][CH:21]=3)[N:16]=[CH:15][CH:14]=1)=[CH:8][C:7]([CH3:11])=[CH:6][CH:5]=2 |f:2.3|. Procedure: The sub-title compound was prepared by the method of Example 15 step, a, using 2,5-dimethylindole and 4-chloro-7-trifluoromethylquinoline. The reactants are CN(C=O)C (dimethylformamide), CN(C=O)C (dimethylformamide), [OH-].[Li+] (lithium hydroxide), [OH-].[Li+] (lithium hydroxide), OC=1C(=NC2=CC=CC=C2N1)CCC(=O)OC (Methyl 3-(3-hydroxyquinoxaline-2-yl)propanoate), Cl (hydrochloric acid). Run in O (water), CS(=O)C (dimethylsulfoxide). Conditions: time 8 hour. Yields the product OC=1C(=NC2=CC=CC=C2N1)CCC(=O)O (3-(3-hydroxyquinoxaline-2-yl)propanoic acid). Yield: 97.5%. Reaction SMILES: [OH:1][C:2]1[C:3]([CH2:12][CH2:13][C:14]([O:16]C)=[O:15])=[N:4][C:5]2[C:10]([N:11]=1)=[CH:9][CH:8]=[CH:7][CH:6]=2.CN(C)C=O.[OH-].[Li+].Cl>CS(C)=O.O>[OH:1][C:2]1[C:3]([CH2:12][CH2:13][C:14]([OH:16])=[O:15])=[N:4][C:5]2[C:10]([N:11]=1)=[CH:9][CH:8]=[CH:7][CH:6]=2 |f:2.3|. Procedure details: Methyl 3-(3-hydroxyquinoxaline-2-yl)propanoate (701 mg) was dissolved in dimethylsulfoxide (8 ml), dimethylformamide (8 ml), dimethylformamide (20 ml) and water (10 ml), and then lithium hydroxide (80 mg) was added to the solution, followed by stirring the mixture overnight at room temperature. Then lithium hydroxide (110 mg) was further added and the mixture was stirred for 2 days. To the reaction solution, 1N hydrochloric acid was added and the resulting mixture was extracted 3 times with ethy... The reactants are C(C)(C)(C)OC(=O)N1CCC(CC1)C1(CC=2C(=CN=C(C2)Cl)O1)C (4-(5-chloro-2-methyl-2,3-dihydro-furo[2,3-c]pyridin-2-yl)-piperidine-1-carboxylic acid tert-butyl ester), CS(=O)(=O)CC1=CC=C(C=C1)B(O)O (4-(methylsulfonylmethyl)phenylboronic acid). Yields the product C(C)(C)(C)OC(=O)N1CCC(CC1)C1(CC=2C(=CN=C(C2)C2=CC=C(C=C2)CS(=O)(=O)C)O1)C (4-[5-(4-Methanesulfonylmethyl-phenyl)-2-methyl-2,3-dihydro-furo[2,3-c]pyridin-2-yl]-piperidine-1-carboxylic acid tert-butyl ester). RXN SMILES: [C:1]([O:5][C:6]([N:8]1[CH2:13][CH2:12][CH:11]([C:14]2([CH3:24])[O:23][C:17]3=[CH:18][N:19]=[C:20](Cl)[CH:21]=[C:16]3[CH2:15]2)[CH2:10][CH2:9]1)=[O:7])([CH3:4])([CH3:3])[CH3:2].[CH3:25][S:26]([CH2:29][C:30]1[CH:35]=[CH:34][C:33](B(O)O)=[CH:32][CH:31]=1)(=[O:28])=[O:27]>>[C:1]([O:5][C:6]([N:8]1[CH2:13][CH2:12][CH:11]([C:14]2([CH3:24])[O:23][C:17]3=[CH:18][N:19]=[C:20]([C:33]4[CH:32]=[CH:31][C:30]([CH2:29][S:26]([CH3:25])(=[O:28])=[O:27])=[CH:35][CH:34]=4)[CH:21]=[C:16]3[CH2:15]2)[CH2:10][CH2:9]1)=[O:7])([CH3:4])([CH3:3])[CH3:2]. Reported procedure: The title compound is prepared from 4-(5-chloro-2-methyl-2,3-dihydro-furo[2,3-c]pyridin-2-yl)-piperidine-1-carboxylic acid tert-butyl ester and 4-(methylsulfonylmethyl)phenylboronic acid following a procedure analogous to that described in Example 28. LC (method 6): tR=1.06 min; Mass spectrum (ESI+): m/z=487 [M+H]+. Reactants: FC(CNC1=NC2=CC(=CC=C2C=C1)C(=O)OC)(F)F (methyl 2-((2,2,2-trifluoroethyl)amino)quinoline-7-carboxylate), [OH-].[Li+] (lithium hydroxide). Solvent: O1CCCC1 (tetrahydrofuran). Conditions: time 2.5 day. The product is FC(CNC1=NC2=CC(=CC=C2C=C1)C(=O)O)(F)F (2-((2,2,2-trifluoroethyl)amino)quinoline-7-carboxylic acid). The yield is 39.8%. As a reaction SMILES: [F:1][C:2]([F:20])([F:19])[CH2:3][NH:4][C:5]1[CH:14]=[CH:13][C:12]2[C:7](=[CH:8][C:9]([C:15]([O:17]C)=[O:16])=[CH:10][CH:11]=2)[N:6]=1.[OH-].[Li+]>O1CCCC1>[F:20][C:2]([F:1])([F:19])[CH2:3][NH:4][C:5]1[CH:14]=[CH:13][C:12]2[C:7](=[CH:8][C:9]([C:15]([OH:17])=[O:16])=[CH:10][CH:11]=2)[N:6]=1 |f:1.2|. Procedure: To a solution of methyl 2-((2,2,2-trifluoroethyl)amino)quinoline-7-carboxylate (172 mg, 0.605 mmol) in tetrahydrofuran (5 mL) was added aqueous lithium hydroxide (1.82 mL, 1.82 mmol, 1M solution) at room temperature. The reaction was stirred for 2.5 days. The solvent was removed under reduced pressure and the residue was acidified with 1N aqueous hydrochloric acid. The resulting precipitate was filtered and dried to give the title compound (65 mg, 40%) +ESI (M+H) 271.1, 1H NMR (400 MHz, DMSO-d6,... The reactants are C(C)OC(CSC1=CC=C(C=C1)C=O)=O ((4-formyl-phenylsulfanyl)-acetic acid ethyl ester), C(C)(C)(C)OC(C=P(C1=CC=CC=C1)(C1=CC=CC=C1)C1=CC=CC=C1)=O ((triphenylphosphoranylidene)-acetic acid tert-butyl ester). The solvent is ClCCl (dichloromethane). Yields the product C(C)OC(CSC1=CC=C(C=C1)\C=C\C(=O)OC(C)(C)C)=O ((E)-2-[4-(2-tert-butoxycarbonyl-vinyl)-phenylsulfanyl]-acetic acid ethyl ester). Yield: 78.6%. As a reaction SMILES: [CH2:1]([O:3][C:4](=[O:15])[CH2:5][S:6][C:7]1[CH:12]=[CH:11][C:10]([CH:13]=O)=[CH:9][CH:8]=1)[CH3:2].[C:16]([O:20][C:21](=[O:42])[CH:22]=P(C1C=CC=CC=1)(C1C=CC=CC=1)C1C=CC=CC=1)([CH3:19])([CH3:18])[CH3:17]>ClCCl>[CH2:1]([O:3][C:4](=[O:15])[CH2:5][S:6][C:7]1[CH:12]=[CH:11][C:10](/[CH:13]=[CH:22]/[C:21]([O:20][C:16]([CH3:19])([CH3:18])[CH3:17])=[O:42])=[CH:9][CH:8]=1)[CH3:2]. Procedure details: A solution of 2.24 g of (4-formyl-phenylsulfanyl)-acetic acid ethyl ester and 4.72 g of (triphenylphosphoranylidene)-acetic acid tert-butyl ester in 50 ml of dichloromethane was kept at 20° for 15 h. The solvent was evaporated in vacuo and the remaining oil was chromatographed on silica gel using dichloromethane/hexane (1:1) as eluent to give 2.53 g of (E)-2-[4-(2-tert-butoxycarbonyl-vinyl)-phenylsulfanyl]-acetic acid ethyl ester as a colorless oil. To a solution of this material in 20 ml of tet... The reactants are C(CCCCC)OC=1C(OC2=C(C1O)C=CC(=C2)O)=O (3-hexyloxy-4,7-dihydroxy-2H-1-benzopyran-2-one), BrCCC(=O)OCC (ethyl 3-bromopropionate). Product: C(CCCCC)OC=1C(OC2=C(C1O)C=CC(=C2)OCCC(=O)OCC)=O (3-hexyloxy-4-hydroxy-7-(2-ethoxycarbonylethoxy)-2H-1-benzopyran-2-one). Reaction SMILES: [CH2:1]([O:7][C:8]1[C:9](=[O:20])[O:10][C:11]2[CH:18]=[C:17]([OH:19])[CH:16]=[CH:15][C:12]=2[C:13]=1[OH:14])[CH2:2][CH2:3][CH2:4][CH2:5][CH3:6].Br[CH2:22][CH2:23][C:24]([O:26][CH2:27][CH3:28])=[O:25]>>[CH2:1]([O:7][C:8]1[C:9](=[O:20])[O:10][C:11]2[CH:18]=[C:17]([O:19][CH2:22][CH2:23][C:24]([O:26][CH2:27][CH3:28])=[O:25])[CH:16]=[CH:15][C:12]=2[C:13]=1[OH:14])[CH2:2][CH2:3][CH2:4][CH2:5][CH3:6]. Procedure: In the same manner as in Reference Example 3, except that an equimolar amount of 3-hexyloxy-4,7-dihydroxy-2H-1-benzopyran-2-one was used in place of 3-hexyloxy-4,5-dihydroxy-2H-1-benzopyran-2-one, and ethyl 3-bromopropionate was used in place of ethyl bromoacetate in Reference Example 3, 3-hexyloxy-4-hydroxy-7-(2-ethoxycarbonylethoxy)-2H-1-benzopyran-2-one was obtained. Starting materials: [Br-], CCCC(C)=O, COc1cc(C(O)C(CC2Cc3ccccc3C2)Cn2ccc(CCP(=O)(OC)OC)c2)cc(OC)c1C, [Li+]. Product: COc1cc(C(O)C(CC2Cc3ccccc3C2)Cn2ccc(CCP(=O)(O)OC)c2)cc(OC)c1C. As a reaction SMILES: [Br-:46].[CH3:1][C:2](=[O:3])[CH2:4][CH2:5][CH3:6].[CH3:7][O:8][P:9]([O:10][CH3:11])(=[O:12])[CH2:13][CH2:14][c:15]1[cH:16][n:17]([CH2:20][CH:21]([CH:22]([OH:23])[c:24]2[cH:25][c:26]([O:33][CH3:34])[c:27]([CH3:32])[c:28]([O:30][CH3:31])[cH:29]2)[CH2:35][CH:36]2[CH2:37][c:38]3[cH:39][cH:40][cH:41][cH:42][c:43]3[CH2:44]2)[cH:18][cH:19]1.[Li+:45]>>[CH3:7][O:8][P:9](=[O:10])([OH:12])[CH2:13][CH2:14][c:15]1[cH:16][n:17]([CH2:20][CH:21]([CH:22]([OH:23])[c:24]2[cH:25][c:26]([O:33][CH3:34])[c:27]([CH3:32])[c:28]([O:30][CH3:31])[cH:29]2)[CH2:35][CH:36]2[CH2:37][c:38]3[cH:39][cH:40][cH:41][cH:42][c:43]3[CH2:44]2)[cH:18][cH:19]1.